From a dataset of the Open Reaction Database (ORD), a public repository of structured organic reaction records. describe an organic reaction: reactants, conditions, products, and yield Starting materials: C1CCOC1, CO, COC(=O)c1cccc2ncsc12, [Na+], [OH-], O. Yields the product O=C(O)c1cccc2ncsc12. RXN SMILES: [CH2:16]1[O:17][CH2:18][CH2:19][CH2:20]1.[CH3:22][OH:23].[CH3:3][O:4][C:5](=[O:6])[c:7]1[cH:8][cH:9][cH:10][c:11]2[n:12][cH:13][s:14][c:15]12.[Na+:2].[OH-:1].[OH2:21]>>[O:4]=[C:5]([OH:6])[c:7]1[cH:8][cH:9][cH:10][c:11]2[n:12][cH:13][s:14][c:15]12.